From a dataset of the Open Reaction Database (ORD), a public repository of structured organic reaction records. describe an organic reaction: reactants, conditions, products, and yield Starting materials: C(CCCCC(=O)O)(=O)O (adipic acid), anhydride, C(C(C)O)O (1,2-propylene glycol). Procedure: 1,2-propylene glycol, terephthalic acd, adipic acid, and trilmellitic anhydride were placed in a reaction container equipped with a condenser, a stirrer, and a nitrogen-introducing tube in such a manner that the molar ratio ([OH]/[COOH]) of a hydroxy group to a carboxylic group was 1.3. Dicarboxylic acid was formed of 80% by mol of terephthalic acid and 20% by mol of adipic acid. Trilmellitic anhydride was set to be 2.5% by mol to the total of monomers. 1,000 ppm of titanium tetraisopropoxide wa... Yields the product Dicarboxylic acid, C(C1=CC=C(C(=O)O)C=C1)(=O)O (terephthalic acid), C(CCCCC(=O)O)(=O)O (adipic acid). Reaction SMILES: [CH2:1](O)[CH:2](O)C.[C:6]([OH:15])(=[O:14])[CH2:7][CH2:8][CH2:9][CH2:10][C:11]([OH:13])=[O:12]>>[C:6]([OH:15])(=[O:14])[C:7]1[CH:2]=[CH:1][C:10]([C:11]([OH:13])=[O:12])=[CH:9][CH:8]=1.[C:6]([OH:15])(=[O:14])[CH2:7][CH2:8][CH2:9][CH2:10][C:11]([OH:13])=[O:12]. Product: COc1cc(C(C#N)(CCCNCCCOc2ccccc2N)C(C)C)cc(OC)c1OC. The reactants are CO, COc1cc(C(C#N)(CCCNCCCOc2ccccc2[N+](=O)[O-])C(C)C)cc(OC)c1OC, O=[Pt]. RXN SMILES: [CH3:36][OH:37].[CH:1]([CH3:2])([CH3:3])[C:4]([C:5]#[N:6])([CH2:7][CH2:8][CH2:9][NH:10][CH2:11][CH2:12][CH2:13][O:14][c:15]1[c:16]([N+:21]([O-:22])=[O:23])[cH:17][cH:18][cH:19][cH:20]1)[c:24]1[cH:25][c:26]([O:34][CH3:35])[c:27]([O:32][CH3:33])[c:28]([O:30][CH3:31])[cH:29]1.[Pt:38]=[O:39]>>[CH:1]([CH3:2])([CH3:3])[C:4]([C:5]#[N:6])([CH2:7][CH2:8][CH2:9][NH:10][CH2:11][CH2:12][CH2:13][O:14][c:15]1[c:16]([NH2:21])[cH:17][cH:18][cH:19][cH:20]1)[c:24]1[cH:25][c:26]([O:34][CH3:35])[c:27]([O:32][CH3:33])[c:28]([O:30][CH3:31])[cH:29]1. Reactants: ClC=1C=C(C=CC1Cl)S(=O)(=O)C1CCN(CC1)C(=O)OC(C)(C)C (tert-butyl 4-[(3,4-dichlorophenyl)sulfonyl]piperidine-1-carboxylate), Cl (HCl), C(=O)([O-])[O-].[Na+].[Na+] (Na2CO3). Solvent: CO (MeOH). Yields the product ClC=1C=C(C=CC1Cl)S(=O)(=O)C1CCNCC1 (4-[(3,4-dichlorophenyl)sulfonyl]piperidine). Isolated yield 79.3%. As a reaction SMILES: [Cl:1][C:2]1[CH:3]=[C:4]([S:9]([CH:12]2[CH2:17][CH2:16][N:15](C(OC(C)(C)C)=O)[CH2:14][CH2:13]2)(=[O:11])=[O:10])[CH:5]=[CH:6][C:7]=1[Cl:8].Cl.C([O-])([O-])=O.[Na+].[Na+]>CO>[Cl:1][C:2]1[CH:3]=[C:4]([S:9]([CH:12]2[CH2:17][CH2:16][NH:15][CH2:14][CH2:13]2)(=[O:11])=[O:10])[CH:5]=[CH:6][C:7]=1[Cl:8] |f:2.3.4|. Procedure details: A mixture of the sulfone from Step 7C (3.09 g, 7.8 mmol), MeOH (21 mL), and 5N HCl (4.5 mL) was heated to reflux for 1.5 h. The mixture was cooled to room temperature and sat. Na2CO3 solution (80 mL) was added. The mixture was extracted with CH2Cl2 (2×100 mL). The organic phase washed with H2O and brine, dried (MgSO4) and concentrated to afford the amine (1.82 g), a white foam, in 79% yield. Reported procedure: To a solution of 25 g of tert-butyl (S)-3-hydroxypyrrolidine-1-carboxylate and 25.9 g of diisopropylethylamine dissolved in 500 ml of methylene chloride was added dropwise 100 ml of a solution of 49 g of anhydrous trifluoromethanesulfonic acid in methylene chloride at −20° C. or lower. The reaction mixture was stirred for 15 minutes while maintaining it to −20° C., and then, to the mixture was added dropwise 100 ml of a solution of 24.2 g of (R)-1-(3-methoxyphenyl)ethylamine in methylene chlorid... Product: COC=1C=C(C=CC1)[C@@H](C)NC1CN(CC1)C(=O)OC(C)(C)C (tert-butyl 3-[(R)-1-(3-methoxyphenyl)ethylamino]pyrrolidine-1-carboxylate). The yield is 45.2%. Solvent: C(Cl)(Cl)Cl (chloroform), C(Cl)Cl (methylene chloride), C(Cl)Cl (methylene chloride), C(Cl)Cl (methylene chloride). The reactants are C([O-])(O)=O.[Na+] (sodium bicarbonate), solution, FC(S(=O)(=O)O)(F)F (trifluoromethanesulfonic acid), solution, COC=1C=C(C=CC1)[C@@H](C)N ((R)-1-(3-methoxyphenyl)ethylamine), O[C@@H]1CN(CC1)C(=O)OC(C)(C)C (tert-butyl (S)-3-hydroxypyrrolidine-1-carboxylate), C(C)(C)N(CC)C(C)C (diisopropylethylamine). Conditions: temperature -20 celsius, time 15 minute. As a reaction SMILES: O[C@H:2]1[CH2:6][CH2:5][N:4]([C:7]([O:9][C:10]([CH3:13])([CH3:12])[CH3:11])=[O:8])[CH2:3]1.C(N(C(C)C)CC)(C)C.FC(F)(F)S(O)(=O)=O.[CH3:31][O:32][C:33]1[CH:34]=[C:35]([C@H:39]([NH2:41])[CH3:40])[CH:36]=[CH:37][CH:38]=1.C(=O)(O)[O-].[Na+]>C(Cl)Cl.C(Cl)(Cl)Cl>[CH3:31][O:32][C:33]1[CH:34]=[C:35]([C@H:39]([NH:41][CH:2]2[CH2:6][CH2:5][N:4]([C:7]([O:9][C:10]([CH3:13])([CH3:12])[CH3:11])=[O:8])[CH2:3]2)[CH3:40])[CH:36]=[CH:37][CH:38]=1 |f:4.5|. The reactants are N1N=CC2=CC=C(C=C12)C(=O)OC (methyl 1H-indazole-6-carboxylate), BrC1=CC=C(C=C1)C (4-bromotoluene), P(=O)([O-])([O-])[O-].[K+].[K+].[K+] (potassium phophate), CN[C@@H]1CCCC[C@H]1NC (trans-(1R,2R)—N,N′-bismethyl-1,2-cyclohexanediamine), IC1=CC=C(C=C1)C (4-iodotoluene). The reagents and catalysts are [Cu](I)I (copper iodide). The solvent is C1(=CC=CC=C1)C (toluene). Reaction conditions: temperature 120 celsius, time 10 minute. Yields the product CC1=CC=C(C=C1)N1N=CC2=CC=C(C=C12)C(=O)OC (Methyl 1-(4-methylphenyl)-1H-indazole-6-carboxylate). Yield: 58.0%. Reaction SMILES: [NH:1]1[C:9]2[C:4](=[CH:5][CH:6]=[C:7]([C:10]([O:12][CH3:13])=[O:11])[CH:8]=2)[CH:3]=[N:2]1.Br[C:15]1[CH:20]=[CH:19][C:18]([CH3:21])=[CH:17][CH:16]=1.P([O-])([O-])([O-])=O.[K+].[K+].[K+].CN[C@H]1[C@H](NC)CCCC1.IC1C=CC(C)=CC=1>C1(C)C=CC=CC=1.[Cu](I)I>[CH3:21][C:18]1[CH:19]=[CH:20][C:15]([N:1]2[C:9]3[C:4](=[CH:5][CH:6]=[C:7]([C:10]([O:12][CH3:13])=[O:11])[CH:8]=3)[CH:3]=[N:2]2)=[CH:16][CH:17]=1 |f:2.3.4.5|. Procedure: To a solution of methyl 1H-indazole-6-carboxylate (2.0 g, 11.4 mmol) in toluene (11.4 mL) was added 4-bromotoluene (2.33 g, 13.6 mmol), tribasic potassium phophate (4.8 g, 22.7 mmol), copper iodide (0.12 g, 0.60 mmol) and trans-(1R,2R)—N,N′-bismethyl-1,2-cyclohexanediamine (0.18 mL, 1.14 mmol). The reaction mixture was stirred in a sealed tube at 120° C. After 10 min, 4-iodotoluene (3.01 g) was added and the mixture was stirred at 120° C. for another 2 h. The mixture was cooled to ambient temper... Starting materials: O=C([O-])[O-], CN(C)C=O, [Cl-], C#CCOc1cc(Cl)ncn1, [K+], [K+], [NH4+], Oc1ccc(Cl)cc1Cl. Yields the product C#CCOc1cc(Oc2ccc(Cl)cc2Cl)ncn1. RXN SMILES: [C:12](=[O:13])([O-:14])[O-:15].[CH3:29][N:30]([CH3:31])[CH:32]=[O:33].[Cl-:27].[Cl:1][c:2]1[n:3][cH:4][n:5][c:6]([O:8][CH2:9][C:10]#[CH:11])[cH:7]1.[K+:16].[K+:17].[NH4+:28].[OH:18][c:19]1[cH:20][cH:21][c:22]([Cl:23])[cH:24][c:25]1[Cl:26]>>[c:2]1([O:18][c:19]2[cH:20][cH:21][c:22]([Cl:23])[cH:24][c:25]2[Cl:26])[n:3][cH:4][n:5][c:6]([O:8][CH2:9][C:10]#[CH:11])[cH:7]1. Starting materials: C(=O)(OC(C)(C)C)N(CC1=NC=CC=C1)CC1=NC=C(C(=O)O)C=C1 (6-(N-Boc-N-2-picolylaminomethyl)nicotinic acid), CCN=C=NCCCN(C)C.Cl (WSCI hydrochloride), C=1C=CC2=C(C1)N=NN2O (HOBt), C(=O)(OCC1=CC=CC=C1)NCCC[C@H](N)C(=O)O (Nδ-Cbz-L-ornithine). Run in CN(C)C=O (DMF). The product is C(=O)(OC(C)(C)C)N(CC1=NC=CC=C1)CC1=NC=C(C=C1)C(=O)N[C@@H](CCCNC(=O)OCC1=CC=CC=C1)C(=O)O (Nα-(2-(N-Boc-N-2-picolylaminomethyl)pyridin-5-ylcarbonyl)-Nδ-Cbz-L-ornithine). Yield: 107.6%. Reaction SMILES: [C:1]([NH:11][CH2:12][CH2:13][CH2:14][C@@H:15]([C:17]([OH:19])=[O:18])[NH2:16])([O:3][CH2:4][C:5]1[CH:10]=[CH:9][CH:8]=[CH:7][CH:6]=1)=[O:2].CCN=C=NCCCN(C)C.Cl.C1C=CC2N(O)N=NC=2C=1.[C:42]([N:49]([CH2:57][C:58]1[CH:66]=[CH:65][C:61]([C:62](O)=[O:63])=[CH:60][N:59]=1)[CH2:50][C:51]1[CH:56]=[CH:55][CH:54]=[CH:53][N:52]=1)([O:44][C:45]([CH3:48])([CH3:47])[CH3:46])=[O:43]>CN(C=O)C>[C:42]([N:49]([CH2:57][C:58]1[CH:66]=[CH:65][C:61]([C:62]([NH:16][C@H:15]([C:17]([OH:19])=[O:18])[CH2:14][CH2:13][CH2:12][NH:11][C:1]([O:3][CH2:4][C:5]2[CH:10]=[CH:9][CH:8]=[CH:7][CH:6]=2)=[O:2])=[O:63])=[CH:60][N:59]=1)[CH2:50][C:51]1[CH:56]=[CH:55][CH:54]=[CH:53][N:52]=1)([O:44][C:45]([CH3:48])([CH3:47])[CH3:46])=[O:43] |f:1.2|. Procedure details: The compound obtained in Example 8-6 (165.3 mg) was dissolved in DMF (3 ml). After the addition of WSCI hydrochloride (78.5 mg), HOBt (40.1 mg), and the compound obtained in Example 12-3 (90.4 mg), the mixture was stirred for 23 hours at room temperature. After the reaction, the solvent was removed by distillation. The residue was dissolved in chloroform and washed with 1 mol/l aqueous solution of hydrochloric acid, 1 mol/l aqueous solution of sodium hydroxide, and saturated brine. The organic l... Starting materials: OC1CCC2(CCC(CC2)C=CC2=COC=C2)CC1 (9-hydroxy-3-(2-(3-furyl)vinyl)-spiro[5.5]undecane). Reagents/catalysts: [Pd] (palladium on carbon). Solvent: C(C)O (ethanol). Reaction conditions: time 2 hour. Yields the product OC1CCC2(CCC(CC2)CCC2=COC=C2)CC1 (9-hydroxy-3-(2-(3-furyl)ethyl)-spiro[5.5]undecane). Reaction SMILES: [OH:1][CH:2]1[CH2:19][CH2:18][C:5]2([CH2:10][CH2:9][CH:8]([CH:11]=[CH:12][C:13]3[CH:17]=[CH:16][O:15][CH:14]=3)[CH2:7][CH2:6]2)[CH2:4][CH2:3]1>C(O)C.[Pd]>[OH:1][CH:2]1[CH2:3][CH2:4][C:5]2([CH2:6][CH2:7][CH:8]([CH2:11][CH2:12][C:13]3[CH:17]=[CH:16][O:15][CH:14]=3)[CH2:9][CH2:10]2)[CH2:18][CH2:19]1. Reported procedure: A suspension of 2.65 g of (EZ) 9-hydroxy-3-(2-(3-furyl)vinyl)-spiro[5.5]undecane (I-ag, Ex. 31) in 50 ml of ethanol and 0.26 g of palladium on carbon (5%) was hydrogenated at room temperature and atmospheric pressure for 2 hrs, then was filtered and the filtrate evaporated to dryness to give 2.59 g of pure 9-hydroxy-3-(2-(3-furyl)ethyl)-spiro[5.5]undecane (I-ap, Ex. 38) as white solid, mp 66°-69° C. TLC: Rf=0.42 (SiO2 plates, n-hexane/diethylether 60/40). 1H-NMR (300 MHz, CDCl3, ppm from TMS):7.... The reactants are C(C)(C)O (isopropanol), FC(C(CC(=O)O)CC(=O)O)(F)F (3-(trifluoromethyl)pentanedioic acid), Cl (hydrochloric acid), solution, [H-].[Al+3].[Li+].[H-].[H-].[H-] (lithium aluminium hydride). The solvent is C(C)(C)O.O (isopropanol water), C1CCOC1 (THF), C1CCOC1 (THF). Yields the product FC(C(CCO)CCO)(F)F (3-(Trifluoromethyl)pentane-1,5-diol). Reaction SMILES: [F:1][C:2]([F:13])([F:12])[CH:3]([CH2:8][C:9](O)=[O:10])[CH2:4][C:5](O)=[O:6].[H-].[Al+3].[Li+].[H-].[H-].[H-].C(O)(C)C.Cl>C1COCC1.C(O)(C)C.O>[F:1][C:2]([F:12])([F:13])[CH:3]([CH2:8][CH2:9][OH:10])[CH2:4][CH2:5][OH:6] |f:1.2.3.4.5.6,10.11|. Reported procedure: 12.0 g (59.97 mmol) of 3-(trifluoromethyl)pentanedioic acid were dissolved in 70 ml of abs. THF, and, after cooling to −10° C., 120 ml (120 mmol) of a 1 M solution of lithium aluminium hydride in THF were added dropwise. After the addition had ended, the reaction mixture was warmed to RT overnight. After cooling to 0° C., initially about 10 ml of isopropanol and then 20 ml of an isopropanol/water mixture (3:1) were carefully added dropwise. The resulting suspension was acidified by addition of 1... Starting materials: OCC=1N=CNC1C (4-hydroxymethyl-5-methyl-1H-imidazole), ClC1=CC=C(C=C1)C=1N(C(NN1)=O)CC=C (5-(4-Chlorophenyl)-4-(prop-2-en-1-yl)-2,4-dihydro-3H-1,2,4-triazol-3-one), C([O-])([O-])=O.[K+].[K+] (potassium carbonate). Run in CN(C)C=O (DMF), O (water), O (water). The product is C(C=C)N1C(N(N=C1C1=CC=C(C=C1)Cl)CC=1N=CNC1C)=O (4-Allyl-5-(4-chlorophenyl)-2-[(5-methyl-1H-imidazol-4-yl)methyl]-2,4-dihydro-3H-1,2,4-triazol-3-one). As a reaction SMILES: O[CH2:2][C:3]1[N:4]=[CH:5][NH:6][C:7]=1[CH3:8].[Cl:9][C:10]1[CH:15]=[CH:14][C:13]([C:16]2[N:17]([CH2:22][CH:23]=[CH2:24])[C:18](=[O:21])[NH:19][N:20]=2)=[CH:12][CH:11]=1.C(=O)([O-])[O-].[K+].[K+]>CN(C=O)C.O>[CH2:22]([N:17]1[C:16]([C:13]2[CH:14]=[CH:15][C:10]([Cl:9])=[CH:11][CH:12]=2)=[N:20][N:19]([CH2:2][C:3]2[N:4]=[CH:5][NH:6][C:7]=2[CH3:8])[C:18]1=[O:21])[CH:23]=[CH2:24] |f:2.3.4|. Procedure details: 100 mg (0.89 mmol) of 4-hydroxymethyl-5-methyl-1H-imidazole, 252 mg (1.07 mmol) of the compound from Example 12A and 370 mg (2.68 mmol) of potassium carbonate were dissolved in 4.5 ml of DMF and 4.5 ml of water, and the mixture was stirred in a microwave oven at 200° C. for 75 min. After cooling to RT, for work-up, the mixture was diluted with 10 ml of water and extracted twice with in each case 15 ml of ethyl acetate. The combined organic phases were dried over sodium sulfate, filtered and conc...